The task is: describe an organic reaction: reactants, conditions, products, and yield. This data is from the Open Reaction Database (ORD), a public repository of structured organic reaction records. Starting materials: [Br-], C=CCBr, CCCC[N+](CCCC)(CCCC)CCCC, Cc1ccccc1, [Na+], [OH-], CC1(C)CC(O)CC(C)(C)N1O. The product is C=CCOC1CC(C)(C)N(O)C(C)(C)C1. RXN SMILES: [Br-:19].[CH2:13]([CH:14]=[CH2:15])[Br:16].[CH3:20][CH2:21][CH2:22][CH2:23][N+:24]([CH2:25][CH2:26][CH2:27][CH3:28])([CH2:29][CH2:30][CH2:31][CH3:32])[CH2:33][CH2:34][CH2:35][CH3:36].[CH3:37][c:38]1[cH:39][cH:40][cH:41][cH:42][cH:43]1.[Na+:18].[OH-:17].[OH:1][N:2]1[C:3]([CH3:11])([CH3:12])[CH2:4][CH:5]([OH:10])[CH2:6][C:7]1([CH3:8])[CH3:9]>>[OH:1][N:2]1[C:3]([CH3:11])([CH3:12])[CH2:4][CH:5]([O:10][CH2:15][CH:14]=[CH2:13])[CH2:6][C:7]1([CH3:8])[CH3:9]. Reactants: COC(=O)CBr, CC#CCn1c(N2CCN(C(=O)OC(C)(C)C)CC2)nc2[nH]c(=O)[nH]c(=O)c21, O=C([O-])[O-], CN(C)C=O, CCOC(C)=O, [K+], [K+]. The product is CC#CCn1c(N2CCN(C(=O)OC(C)(C)C)CC2)nc2c1c(=O)[nH]c(=O)n2CC(=O)OC. Reaction SMILES: [Br:35][CH2:36][C:37](=[O:38])[O:39][CH3:40].[C:1]([CH3:2])([CH3:3])([CH3:4])[O:5][C:6](=[O:7])[N:8]1[CH2:9][CH2:10][N:11]([c:14]2[n:15][c:16]3[nH:17][c:18](=[O:28])[nH:19][c:20](=[O:27])[c:21]3[n:22]2[CH2:23][C:24]#[C:25][CH3:26])[CH2:12][CH2:13]1.[C:29](=[O:30])([O-:31])[O-:32].[CH3:41][N:42]([CH3:43])[CH:44]=[O:45].[CH3:46][CH2:47][O:48][C:49](=[O:50])[CH3:51].[K+:33].[K+:34]>>[C:1]([CH3:2])([CH3:3])([CH3:4])[O:5][C:6](=[O:7])[N:8]1[CH2:9][CH2:10][N:11]([c:14]2[n:15][c:16]3[n:17]([CH2:36][C:37](=[O:38])[O:39][CH3:40])[c:18](=[O:28])[nH:19][c:20](=[O:27])[c:21]3[n:22]2[CH2:23][C:24]#[C:25][CH3:26])[CH2:12][CH2:13]1. The reactants are Cl (HCl), C1CCC2=NCCCN2CC1 (DBU), ClC1=CC=C(C=C1)CC#N (4-chlorophenylacetonitrile), C(C)OC(C(=O)OCC)=O (diethyloxalate). The solvent is C(C)#N (acetonitrile), C(C)(=O)OCC (ethyl acetate). Run at time 10 minute. The product is ClC1=CC=C(C=C1)C(C(C(=O)OCC)=O)C#N (ethyl 3-(4-chlorophenyl)-3-cyano-2-oxopropanoate). Yield: 54.0%. RXN SMILES: C1CCN2C(=NCCC2)CC1.[Cl:12][C:13]1[CH:18]=[CH:17][C:16]([CH2:19][C:20]#[N:21])=[CH:15][CH:14]=1.[CH2:22]([O:24][C:25](=[O:31])[C:26](OCC)=[O:27])[CH3:23].Cl>C(#N)C.C(OCC)(=O)C>[Cl:12][C:13]1[CH:18]=[CH:17][C:16]([CH:19]([C:20]#[N:21])[C:26](=[O:27])[C:25]([O:24][CH2:22][CH3:23])=[O:31])=[CH:15][CH:14]=1. Procedure: A 542 μL (3.63 mmol) sample of DBU was added to a solution of 500 mg (3.30 mmol) of 4-chlorophenylacetonitrile and 493 μL (3.63 mmol) of diethyloxalate in 1.6 mL of acetonitrile. After ca. 10 min, the mixture was diluted with ethyl acetate and acidified with dilute HCl. The organic phase was washed with three portions of water, dried and stripped to an oily solid. Trituration with hexane/butyl chloride yielded 414 mg, m.p. 135-136° C. A second crop of 35 mg gave a total yield of 54% of ethyl 3-(... Reactants: C(=O)(O)C1=CC=C(C=C1)N1N=C(CC1=O)C (1-p-carboxyphenyl-3-methyl-2-pyrazolin-5-one), C=1C=CC(=C(C1)C=O)O (salicyladehyde). Solvent: C(C)(=O)O (acetic acid). Product: C(=O)(O)C1=CC=C(C=C1)N1N=C(C(C1=O)=CC1=C(C=CC=C1)O)C (1-(p-carboxyphenyl)-3-methyl-4-(o-hydroxybenzylidene)-2-pyrazolin-5-one). Reaction SMILES: [C:1]([C:4]1[CH:9]=[CH:8][C:7]([N:10]2[C:14](=[O:15])[CH2:13][C:12]([CH3:16])=[N:11]2)=[CH:6][CH:5]=1)([OH:3])=[O:2].[CH:17]1[CH:18]=[CH:19][C:20]([OH:25])=[C:21]([CH:23]=O)[CH:22]=1>C(O)(=O)C>[C:1]([C:4]1[CH:5]=[CH:6][C:7]([N:10]2[C:14](=[O:15])[C:13](=[CH:23][C:21]3[CH:22]=[CH:17][CH:18]=[CH:19][C:20]=3[OH:25])[C:12]([CH3:16])=[N:11]2)=[CH:8][CH:9]=1)([OH:3])=[O:2]. Procedure: 218 g (1 mole) of 1-p-carboxyphenyl-3-methyl-2-pyrazolin-5-one were suspended in 1000 ml of acetic acid. The suspension was heated to boiling temperature and 112 g (1 mole) of salicyladehyde were added. In the resulting solution the dye started crystallizing very quickly. After 2 h of refluxing the reaction mixture was cooled to room temperature. The dye was filtered with suction and rinsed with acetone.